From a dataset of the Open Reaction Database (ORD), a public repository of structured organic reaction records. describe an organic reaction: reactants, conditions, products, and yield The reactants are O=C([O-])C(O)C(O)C(=O)[O-], CC(C)C[Al+]CC(C)C, Cc1ccccc1, CCOC(C)=O, COC(=O)c1ccc(NS(=O)(=O)c2sc3ccc(F)cc3c2C)c(S(C)(=O)=O)c1, [H-], [K+], [Na+], O. Yields the product Cc1c(S(=O)(=O)Nc2ccc(CO)cc2S(C)(=O)=O)sc2ccc(F)cc12. As a reaction SMILES: [C:47]([CH:48]([CH:49]([C:50]([O-:51])=[O:52])[OH:53])[OH:54])([O-:55])=[O:56].[CH2:38]([Al+:39][CH2:40][CH:41]([CH3:42])[CH3:43])[CH:44]([CH3:45])[CH3:46].[CH3:1][c:2]1[cH:3][cH:4][cH:5][cH:6][cH:7]1.[CH3:59][CH2:60][O:61][C:62](=[O:63])[CH3:64].[F:8][c:9]1[cH:10][c:11]2[c:12]([s:13][c:14]([S:17](=[O:18])(=[O:19])[NH:20][c:21]3[c:22]([S:31](=[O:32])(=[O:33])[CH3:34])[cH:23][c:24]([C:25](=[O:26])[O:27][CH3:28])[cH:29][cH:30]3)[c:15]2[CH3:16])[cH:35][cH:36]1.[H-:37].[K+:58].[Na+:57].[OH2:65]>>[F:8][c:9]1[cH:10][c:11]2[c:12]([s:13][c:14]([S:17](=[O:18])(=[O:19])[NH:20][c:21]3[c:22]([S:31](=[O:32])(=[O:33])[CH3:34])[cH:23][c:24]([CH2:25][OH:26])[cH:29][cH:30]3)[c:15]2[CH3:16])[cH:35][cH:36]1.